This data is from the Open Reaction Database (ORD), a public repository of structured organic reaction records. The task is: describe an organic reaction: reactants, conditions, products, and yield Reactants: Tris(dibenzylideneacetone)palladium (0), C[Sn](C1=CC=C(C=C1)C1=NOC(C1)CN1N=NC=C1)(C)C (1-({3-[4-(Trimethylstannyl)phenyl]-4,5-dihydroisoxazol-5-yl}methyl)-1H-1,2,3-triazole), FC=1C=C(C=CC1I)N1C(O[C@H](C1)CNC(C)=O)=O (N-{[(5S)-3-(3-fluoro-4-iodophenyl)-2-oxo-1,3-oxazolidin-5-yl]methyl}acetamide), O1C(=CC=C1)P(C=1OC=CC1)C=1OC=CC1 (tri-2-furylphosphine). Solvent: O1CCOCC1 (1,4-dioxane). Reaction conditions: temperature 90 celsius. Product: FC1=C(C=CC(=C1)N1C(O[C@H](C1)CNC(C)=O)=O)C1=CC=C(C=C1)C1=NOC(C1)CN1N=NC=C1 (N-[((5S)-3-{2-Fluoro-4′-[5-(1H-1,2,3-triazol-1-ylmethyl)-4,5-dihydroisoxazol-3-yl]-1,1′-biphenyl-4-yl}-2-oxo-1,3-oxazolidin-5-yl)methyl]acetamide). Yield: 31.7%. As a reaction SMILES: C[Sn](C)(C)[C:3]1[CH:8]=[CH:7][C:6]([C:9]2[CH2:13][CH:12]([CH2:14][N:15]3[CH:19]=[CH:18][N:17]=[N:16]3)[O:11][N:10]=2)=[CH:5][CH:4]=1.[F:22][C:23]1[CH:24]=[C:25]([N:30]2[CH2:34][C@H:33]([CH2:35][NH:36][C:37](=[O:39])[CH3:38])[O:32][C:31]2=[O:40])[CH:26]=[CH:27][C:28]=1I.O1C=CC=C1P(C1OC=CC=1)C1OC=CC=1>O1CCOCC1>[F:22][C:23]1[CH:24]=[C:25]([N:30]2[CH2:34][C@H:33]([CH2:35][NH:36][C:37](=[O:39])[CH3:38])[O:32][C:31]2=[O:40])[CH:26]=[CH:27][C:28]=1[C:3]1[CH:8]=[CH:7][C:6]([C:9]2[CH2:13][CH:12]([CH2:14][N:15]3[CH:19]=[CH:18][N:17]=[N:16]3)[O:11][N:10]=2)=[CH:5][CH:4]=1. Procedure details: 1-({3-[4-(Trimethylstannyl)phenyl]-4,5-dihydroisoxazol-5-yl}methyl)-1H-1,2,3-triazole (0.62 g, 1.58 mmol), N-{[(5S)-3-(3-fluoro-4-iodophenyl)-2-oxo-1,3-oxazolidin-5-yl]methyl}acetamide (0.5 g, 1.32 mmol) and tri-2-furylphosphine (0.08 g, 0.34 mmol) were dissolved in 1,4-dioxane (6 ml) and degassed three times. Tris(dibenzylideneacetone)palladium (0) (0.16 g, 0.18 mmol) was added and the solution was degassed three times. The solution was stirred and heated to 90° C. for 18 hours. The mixture was... Starting materials: Br, Br, O=C([O-])O, CC(=O)C(=O)O, CCOC(C)=O, CN(C)C=O, ClC(Cl)Cl, Cc1nnc(CN)n1-c1cc(Cl)cc(C(=O)c2ccccc2Cl)c1, [Na+], O=S(Cl)Cl, c1ccccc1. Product: CC(=O)C(=O)NCc1nnc(C)n1-c1cc(Cl)cc(C(=O)c2ccccc2Cl)c1. RXN SMILES: [BrH:11].[BrH:12].[C:37](=[O:38])([OH:39])[O-:40].[CH3:1][C:2](=[O:3])[C:4]([OH:5])=[O:6].[CH3:46][CH2:47][O:48][C:49](=[O:50])[CH3:51].[CH3:52][N:53]([CH3:54])[CH:55]=[O:56].[CH:42]([Cl:43])([Cl:44])[Cl:45].[Cl:13][c:14]1[c:15]([C:20]([c:21]2[cH:22][c:23](-[n:28]3[c:29]([CH2:34][NH2:35])[n:30][n:31][c:32]3[CH3:33])[cH:24][c:25]([Cl:27])[cH:26]2)=[O:36])[cH:16][cH:17][cH:18][cH:19]1.[Na+:41].[S:7]([Cl:8])([Cl:9])=[O:10].[cH:57]1[cH:58][cH:59][cH:60][cH:61][cH:62]1>>[CH3:1][C:2](=[O:3])[C:4](=[O:6])[NH:35][CH2:34][c:29]1[n:28](-[c:23]2[cH:22][c:21]([C:20]([c:15]3[c:14]([Cl:13])[cH:19][cH:18][cH:17][cH:16]3)=[O:36])[cH:26][c:25]([Cl:27])[cH:24]2)[c:32]([CH3:33])[n:31][n:30]1. The reactants are [N+](=O)([O-])C=1C=C(CO)C=CC1 (m-nitro-benzyl alcohol), S(=O)(Cl)Cl (thionyl chloride), [OH-].[K+] (potassium hydroxide), [N+](=O)([O-])C=1C=C(C=O)C=CC1 (m-nitro-benzaldehyde), C=O (formalin). Yields the product [N+](=O)([O-])C=1C=C(CO)C=CC1 (m-Nitro-benzyl alcohol), [N+](=O)([O-])C=1C=C(CCl)C=CC1 (m-nitro-benzyl chloride). RXN SMILES: [N+:1]([C:4]1[CH:5]=[C:6]([CH:9]=[CH:10][CH:11]=1)[CH:7]=[O:8])([O-:3])=[O:2].C=O.[OH-].[K+].[N+:16]([C:19]1[CH:20]=[C:21]([CH:24]=[CH:25][CH:26]=1)[CH2:22]O)([O-:18])=[O:17].S(Cl)([Cl:29])=O>>[N+:1]([C:4]1[CH:5]=[C:6]([CH:9]=[CH:10][CH:11]=1)[CH2:7][OH:8])([O-:3])=[O:2].[N+:16]([C:19]1[CH:20]=[C:21]([CH:24]=[CH:25][CH:26]=1)[CH2:22][Cl:29])([O-:18])=[O:17] |f:2.3|. Procedure details: m-Nitro-benzyl alcohol was prepared by subjecting m-nitro-benzaldehyde to the Cannizarro Reaction at 45° C., with an aqueous formalin solution and potassium hydroxide. The m-nitro-benzyl alcohol was reacted with thionyl chloride to form m-nitro-benzyl chloride (m.p. 45° C.). By refluxing m-nitro-benzyl chloride with sodium cyanide in aqueous-ethanolic solution for five hours in the presence of potassium iodide, m-nitro-benzyl cyanide (m.p. 58° C.) was prepared which was subsequently hydrolized b...